From a dataset of the Open Reaction Database (ORD), a public repository of structured organic reaction records. describe an organic reaction: reactants, conditions, products, and yield The reactants are [Br-], [Br-], CC(=O)OC1NC(=O)C1C(CO[SiH](C)C)C(C)(C)C, NC(=O)OCC(O)=S, CCOC(C)=O, [K], C1COCCO1, O, [Zn+2]. Product: C[SiH](C)OCC(C1C(=O)NC1SC(=O)COC(N)=O)C(C)(C)C. As a reaction SMILES: [Br-:42].[Br-:44].[C:1]([O:2][CH:5]1[CH:6]([CH:10]([CH2:11][O:12][SiH:13]([CH3:14])[CH3:15])[C:16]([CH3:17])([CH3:18])[CH3:19])[C:7](=[O:9])[NH:8]1)(=[O:3])[CH3:4].[C:21]([NH2:22])(=[O:23])[O:24][CH2:25][C:26](=[S:27])[OH:28].[CH3:35][CH2:36][O:37][C:38](=[O:39])[CH3:40].[K:20].[O:29]1[CH2:30][CH2:31][O:32][CH2:33][CH2:34]1.[OH2:41].[Zn+2:43]>>[CH:5]1([S:27][C:26]([CH2:25][O:24][C:21]([NH2:22])=[O:23])=[O:28])[CH:6]([CH:10]([CH2:11][O:12][SiH:13]([CH3:14])[CH3:15])[C:16]([CH3:17])([CH3:18])[CH3:19])[C:7](=[O:9])[NH:8]1. Starting materials: C(CC(=O)C)(=O)OCC (ethyl acetoacetate), O.FC(CNN)(F)F (2,2,2-trifluoroethylhydrazine hydrate). Solvent: C(C)(=O)O (acetic acid). Product: FC(CN1N=C(CC1=O)C)(F)F (1-(2',2',2'-trifluoroethyl)-3-methyl-2-pyrazolin-5-one). Reaction SMILES: [C:1]([O:7]CC)(=O)[CH2:2][C:3]([CH3:5])=O.O.[F:11][C:12]([F:17])([F:16])[CH2:13][NH:14][NH2:15]>C(O)(=O)C>[F:11][C:12]([F:17])([F:16])[CH2:13][N:14]1[C:1](=[O:7])[CH2:2][C:3]([CH3:5])=[N:15]1 |f:1.2|. Procedure details: 0.25 Mole (32.5 g) of ethyl acetoacetate and 0.25 mole (42 g) of 2,2,2-trifluoroethylhydrazine hydrate were stirred and refluxed for 2 hours in 125 ml of acetic acid. The acetic acid was distilled off in vacuo. The distillation residue was rubbed with water and recrystallized from methanol.